The task is: describe an organic reaction: reactants, conditions, products, and yield. This data is from the Open Reaction Database (ORD), a public repository of structured organic reaction records. Reactants: CC1=NN(C(=C1CN1C(CC(C1)C1=C(C(=CC(=C1)F)F)F)=O)C)S(=O)(=O)C1=CC=C(C=C1)C (1-({3,5-dimethyl-1-[(4-methylphenyl)sulfonyl]-1H-pyrazol-4-yl}methyl)-4-(2,3,5-trifluorophenyl)pyrrolidin-2-one), Cl.NCC(CC(=O)OCC)C1=C(C(=CC(=C1)F)F)F (ethyl 4-amino-3-(2,3,5-trifluorophenyl)butanoate hydrochloride), BrC=1C=NN(C1C=O)C (4-bromo-1-methyl-1H-pyrazole-5-carbaldehyde). Yields the product BrC=1C=NN(C1CN1C(CC(C1)C1=C(C(=CC(=C1)F)F)F)=O)C (1-[(4-bromo-1-methyl-1H-pyrazol-5-yl)methyl]-4-(2,3,5-trifluorophenyl)pyrrolidin-2-one). Reaction SMILES: CC1C(CN2CC(C3C=C(F)C=C(F)C=3F)CC2=O)=C(C)N(S(C2C=CC(C)=CC=2)(=O)=O)N=1.Cl.[NH2:35][CH2:36][CH:37]([C:44]1[CH:49]=[C:48]([F:50])[CH:47]=[C:46]([F:51])[C:45]=1[F:52])[CH2:38][C:39]([O:41]CC)=O.[Br:53][C:54]1[CH:55]=[N:56][N:57]([CH3:61])[C:58]=1[CH:59]=O>>[Br:53][C:54]1[CH:55]=[N:56][N:57]([CH3:61])[C:58]=1[CH2:59][N:35]1[CH2:36][CH:37]([C:44]2[CH:49]=[C:48]([F:50])[CH:47]=[C:46]([F:51])[C:45]=2[F:52])[CH2:38][C:39]1=[O:41] |f:1.2|. Procedure details: 1-[(4-bromo-1-methyl-1H-pyrazol-5-yl)methyl]-4-(2,3,5-trifluorophenyl)pyrrolidin-2-one 182 is prepared as for compound x61 starting from ethyl 4-amino-3-(2,3,5-trifluorophenyl)butanoate hydrochloride x60 and 4-bromo-1-methyl-1H-pyrazole-5-carbaldehyde x65. The reactants are Cc1ccccc1, NC(=O)c1cc(F)c(F)cc1C(=O)O. The product is O=C1NC(=O)c2cc(F)c(F)cc21. As a reaction SMILES: [CH3:15][c:16]1[cH:17][cH:18][cH:19][cH:20][cH:21]1.[F:1][c:2]1[cH:3][c:4]([C:12](=[O:13])[NH2:14])[c:5]([C:6](=[O:7])[OH:8])[cH:9][c:10]1[F:11]>>[F:1][c:2]1[cH:3][c:4]2[c:5]([cH:9][c:10]1[F:11])[C:6](=[O:8])[NH:14][C:12]2=[O:13]. The reactants are Cc1ccc(C#N)cc1N, Cc1ccccc1, Cl, O=N[O-], [Na+], O. Yields the product Cc1ccc(C#N)cc1O. As a reaction SMILES: [C:1](#[N:2])[c:3]1[cH:4][c:5]([NH2:10])[c:6]([CH3:9])[cH:7][cH:8]1.[CH3:16][c:17]1[cH:18][cH:19][cH:20][cH:21][cH:22]1.[ClH:11].[N:12](=[O:13])[O-:14].[Na+:15].[OH2:23]>>[C:1](#[N:2])[c:3]1[cH:4][c:5]([OH:13])[c:6]([CH3:9])[cH:7][cH:8]1. Reactants: N,N-Carbonyl diimidazole, C1(CCC2=CC=CC=C12)CCO (2-indanylethanol), C(C=C)Br (allyl bromide). Solvent: C(C)#N (acetonitrile). Run at time 1 hour. The product is C1(CCC2=CC=CC=C12)CCBr (2-Indanyl-ethyl bromide). Yield: 91.7%. Reaction SMILES: [CH:1]1([CH2:10][CH2:11]O)[C:9]2[C:4](=[CH:5][CH:6]=[CH:7][CH:8]=2)[CH2:3][CH2:2]1.C([Br:16])C=C>C(#N)C>[CH:1]1([CH2:10][CH2:11][Br:16])[C:9]2[C:4](=[CH:5][CH:6]=[CH:7][CH:8]=2)[CH2:3][CH2:2]1. Procedure details: N,N-Carbonyl diimidazole (2.0 g, 12.3 mmol) was added to a solution of 2-indanylethanol (2.0 g, 12.3 mmol) in acetonitrile. The reaction mixture was stirred at room temperature for 1 h and allyl bromide (8.93 g, 73.8 mmol) was added. The reaction mixture was heated to 70° C. for 24 h and was poured onto water. The aqueous solution was extracted with Et2O and the organic solution was washed with water (1×) followed by brine (1×). The organic solution was dried over MgSO4, filtered, and concentrat...